Dataset: the Open Reaction Database (ORD), a public repository of structured organic reaction records. Task: describe an organic reaction: reactants, conditions, products, and yield Starting materials: C=C(C)CCl, C1CCOC1, CI, [Cl-], N#CCF, [Mg], [NH4+], N#C[Na], C1CCOC1, O, O. Product: C=C(C)CC(N)(C#N)CF. RXN SMILES: [CH2:1]([C:2]([CH3:3])=[CH2:4])[Cl:5].[CH2:25]1[O:26][CH2:27][CH2:28][CH2:29]1.[CH3:7][I:8].[Cl-:13].[F:9][CH2:10][C:11]#[N:12].[Mg:6].[NH4+:14].[Na:15][C:16]#[N:17].[O:18]1[CH2:19][CH2:20][CH2:21][CH2:22]1.[OH2:23].[OH2:24]>>[CH2:1]([C:2]([CH3:3])=[CH2:4])[C:11]([CH2:10][F:9])([NH2:12])[C:16]#[N:17].